Task: describe an organic reaction: reactants, conditions, products, and yield. Dataset: the Open Reaction Database (ORD), a public repository of structured organic reaction records Starting materials: COC(=O)CC1CC(c2cccc(C(=O)C(=O)c3ccc(OC(F)F)cc3)c2)C1, CS(C)=O. Yields the product COC(=O)C=C1CC(c2cccc(C(=O)C(=O)c3ccc(OC(F)F)cc3)c2)C1. RXN SMILES: [CH3:1][O:2][C:3]([CH2:4][CH:5]1[CH2:6][CH:7]([c:9]2[cH:10][c:11]([C:15]([C:16](=[O:17])[c:18]3[cH:19][cH:20][c:21]([O:24][CH:25]([F:26])[F:27])[cH:22][cH:23]3)=[O:28])[cH:12][cH:13][cH:14]2)[CH2:8]1)=[O:29].[CH3:30][S:31]([CH3:32])=[O:33]>>[CH3:1][O:2][C:3]([CH:4]=[C:5]1[CH2:6][CH:7]([c:9]2[cH:10][c:11]([C:15]([C:16](=[O:17])[c:18]3[cH:19][cH:20][c:21]([O:24][CH:25]([F:26])[F:27])[cH:22][cH:23]3)=[O:28])[cH:12][cH:13][cH:14]2)[CH2:8]1)=[O:29]. The reactants are C1(=CC=CC=C1)C1=CC(=CC(=C1)/C=C/CO)C1=CC=CC=C1 ((E)-3-[1,1′;3′,1″]terphenyl-5′-yl-prop-2-en-1-ol), C(C)O[C@H](C(=O)OCC)CC1=CC=C(C=C1)O ((S)-ethyl 2-ethoxy-3-(4-hydroxyphenyl)-propionate). The product is C(C)O[C@H](C(=O)OCC)CC1=CC=C(C=C1)OC\C=C\C=1C=C(C=C(C1)C1=CC=CC=C1)C1=CC=CC=C1 ((E)-(S)-Ethyl 2-Ethoxy-3-[4-(3-[1,1′;3′,1″]terphenyl-5′-yl-allyloxy)-phenyl]-propionate). Isolated yield 80.1%. As a reaction SMILES: [C:1]1([C:7]2[CH:12]=[C:11](/[CH:13]=[CH:14]/[CH2:15][OH:16])[CH:10]=[C:9]([C:17]3[CH:22]=[CH:21][CH:20]=[CH:19][CH:18]=3)[CH:8]=2)[CH:6]=[CH:5][CH:4]=[CH:3][CH:2]=1.[CH2:23]([O:25][C@@H:26]([CH2:32][C:33]1[CH:38]=[CH:37][C:36](O)=[CH:35][CH:34]=1)[C:27]([O:29][CH2:30][CH3:31])=[O:28])[CH3:24]>>[CH2:23]([O:25][C@@H:26]([CH2:32][C:33]1[CH:34]=[CH:35][C:36]([O:16][CH2:15]/[CH:14]=[CH:13]/[C:11]2[CH:12]=[C:7]([C:1]3[CH:2]=[CH:3][CH:4]=[CH:5][CH:6]=3)[CH:8]=[C:9]([C:17]3[CH:18]=[CH:19][CH:20]=[CH:21][CH:22]=3)[CH:10]=2)=[CH:37][CH:38]=1)[C:27]([O:29][CH2:30][CH3:31])=[O:28])[CH3:24]. Reported procedure: The title compound (426 mg, 80%) was prepared from (E)-3-[1,1′;3′,1″]terphenyl-5′-yl-prop-2-en-1-ol (300 mg, 1.05 mmol) and (S)-ethyl 2-ethoxy-3-(4-hydroxyphenyl)-propionate (262 mg, 1.10 mmol) by a procedure analogous to that described in example 52c. Reactants: ClC(Cl)Cl, CC(C)(C)OC(=O)N(Cc1ccc2c(c1)OCCO2)C1CCN(CCn2c(=O)cnc3ccc(F)cc32)CC1, O=C(O)C(F)(F)F. The product is O=c1cnc2ccc(F)cc2n1CCN1CCC(NCc2ccc3c(c2)OCCO3)CC1. As a reaction SMILES: [CH:47]([Cl:48])([Cl:49])[Cl:50].[O:1]1[CH2:2][CH2:3][O:4][c:5]2[c:6]1[cH:7][cH:8][c:9]([CH2:11][N:12]([C:13](=[O:14])[O:15][C:16]([CH3:17])([CH3:18])[CH3:19])[CH:20]1[CH2:21][CH2:22][N:23]([CH2:26][CH2:27][n:28]3[c:29](=[O:39])[cH:30][n:31][c:32]4[cH:33][cH:34][c:35]([F:38])[cH:36][c:37]34)[CH2:24][CH2:25]1)[cH:10]2.[OH:40][C:41]([C:42]([F:43])([F:44])[F:45])=[O:46]>>[O:1]1[CH2:2][CH2:3][O:4][c:5]2[c:6]1[cH:7][cH:8][c:9]([CH2:11][NH:12][CH:20]1[CH2:21][CH2:22][N:23]([CH2:26][CH2:27][n:28]3[c:29](=[O:39])[cH:30][n:31][c:32]4[cH:33][cH:34][c:35]([F:38])[cH:36][c:37]34)[CH2:24][CH2:25]1)[cH:10]2. Reaction conditions: time 12 hour. Procedure details: To a solution of 5-ethenyl-2,1,3-benzoxadiazole (1.80 g, 12.3 mmol) in DCM (20 mL) was slowly added m-CPBA (3.8 g, 22 mmol) at 0° C. The flask was warmed to room temperature; the mixture was then stirred for 12 hours. TLC as well as LC indicated that reaction had gone to completion. The mixture was washed with aqueous Na2S2O3, NaHCO3, and water. The organic layers was washed with brine and then concentrated. The residue was purified over silica gel to afford the title compound. Product: O1C(C1)C1=CC=2C(=NON2)C=C1 (5-(oxiran-2-yl)-2,1,3-benzoxadiazole). Solvent: C(Cl)Cl (DCM). Reactants: C(=C)C1=CC=2C(=NON2)C=C1 (5-ethenyl-2,1,3-benzoxadiazole), C1=CC(=CC(=C1)Cl)C(=O)OO (m-CPBA). Reaction SMILES: [CH:1]([C:3]1[CH:11]=[CH:10][C:6]2=[N:7][O:8][N:9]=[C:5]2[CH:4]=1)=[CH2:2].C1C=C(Cl)C=C(C(OO)=[O:20])C=1>C(Cl)Cl>[O:20]1[CH2:2][CH:1]1[C:3]1[CH:11]=[CH:10][C:6]2=[N:7][O:8][N:9]=[C:5]2[CH:4]=1. Starting materials: O1CCCC1 (tetrahydrofuran), Cl (hydrochloric acid), CC(C)(C)N(N=C(C=1C=CC2=C(N(N=N2)C)C1)C1=CC=C(C=C1)Cl)C(=O)[O-] (1,1-dimethylethyl[(4-chlorophenyl)(1-methyl-1H-benzotriazol-6-yl)-methylene]hydrazine carboxylate), O1CCCC1 (tetrahydrofuran), O (water). Conditions: temperature 22 celsius, time 15 minute. The product is Cl.ClC1=CC=C(C=C1)NNCC=1C=CC2=C(N(N=N2)C)C1 ((±)-6-[(4-chlorophenyl)hydrazinomethyl]-1-methyl-1H-benzotriazole monohydrochloride). Reaction SMILES: C[C:2]([N:5](C([O-])=O)[N:6]=[C:7](C1C=CC([Cl:24])=CC=1)[C:8]1[CH:9]=[CH:10][C:11]2[N:15]=[N:14][N:13]([CH3:16])[C:12]=2[CH:17]=1)([CH3:4])[CH3:3].[ClH:28].O.O1C[CH2:33][CH2:32][CH2:31]1>>[ClH:24].[Cl:28][C:32]1[CH:33]=[CH:3][C:2]([NH:5][NH:6][CH2:7][C:8]2[CH:9]=[CH:10][C:11]3[N:15]=[N:14][N:13]([CH3:16])[C:12]=3[CH:17]=2)=[CH:4][CH:31]=1 |f:4.5|. Procedure: To a suspension of 10 g of intermediate 1-b in 60 ml of tetrahydrofuran under a nitrogen atmosphere were added dropwise over 15 minutes 26 ml of a borane tetrahydrofuran complex in tetrahydrofuran (1M). After stirring for 15 minutes at ±22° C. there were added 13 ml of hydrochloric acid (6N). The whole was heated to reflux and refluxed for 1.5 hours. The mixture was cooled to room temperature and 50 ml of water were added. After stirring for 1 hour, the reaction mixture was filtered. The filtrat... The reactants are CCCCc1ncc(C(C)=C(Cc2ccccc2)C(=O)OCC)n1Cc1ccccc1Cl, CCO, [Na+], [OH-]. RXN SMILES: [CH2:1]([CH2:2][CH2:3][CH3:4])[c:5]1[n:6]([CH2:25][c:26]2[c:27]([Cl:32])[cH:28][cH:29][cH:30][cH:31]2)[c:7]([C:10](=[C:11]([C:12](=[O:13])[O:14][CH2:15][CH3:16])[CH2:17][c:18]2[cH:19][cH:20][cH:21][cH:22][cH:23]2)[CH3:24])[cH:8][n:9]1.[CH3:35][CH2:36][OH:37].[Na+:34].[OH-:33]>>[CH2:1]([CH2:2][CH2:3][CH3:4])[c:5]1[n:6]([CH2:25][c:26]2[c:27]([Cl:32])[cH:28][cH:29][cH:30][cH:31]2)[c:7]([C:10](=[C:11]([C:12](=[O:13])[OH:14])[CH2:17][c:18]2[cH:19][cH:20][cH:21][cH:22][cH:23]2)[CH3:24])[cH:8][n:9]1. The product is CCCCc1ncc(C(C)=C(Cc2ccccc2)C(=O)O)n1Cc1ccccc1Cl. Starting materials: NC=1SC=CN1 (2-aminothiazole), C(C)(C)(C)OC(=O)N[C@H](C(=O)O)[C@@H](CCNCN=N[N+](=O)[O-])C ((2S,3R)-2-tert-Butoxycarbonylamino-3-methyl-5-(nitroimino-amino)methylaminopentanoic acid), TEA, ClC(=O)OCC(C)C (isobutyl chloroformate), [Cl-].[Na+] (sodium chloride). Run in CN(C)C=O (DMF). Reaction conditions: temperature -23 celsius, time 40 minute. Yields the product S1C(=NC=C1)NC([C@H]([C@@H](CCNCN=N[N+](=O)[O-])C)NC(=O)OC(C)(C)C)=O ((2S,3R)-2-tert-butoxycarbonylamino-3-methyl-5-(nitroimino-amino)methylaminopentanoic acid 1,3-thiazol-2-ylamide). Isolated yield 66.0%. RXN SMILES: [C:1]([O:5][C:6]([NH:8][C@@H:9]([C@H:13]([CH3:23])[CH2:14][CH2:15][NH:16][CH2:17][N:18]=[N:19][N+:20]([O-:22])=[O:21])[C:10]([OH:12])=O)=[O:7])([CH3:4])([CH3:3])[CH3:2].ClC(OCC(C)C)=O.[NH2:32][C:33]1[S:34][CH:35]=[CH:36][N:37]=1.[Cl-].[Na+]>CN(C=O)C>[S:34]1[CH:35]=[CH:36][N:37]=[C:33]1[NH:32][C:10](=[O:12])[C@@H:9]([NH:8][C:6]([O:5][C:1]([CH3:2])([CH3:3])[CH3:4])=[O:7])[C@H:13]([CH3:23])[CH2:14][CH2:15][NH:16][CH2:17][N:18]=[N:19][N+:20]([O-:22])=[O:21] |f:3.4|. Reported procedure: (2S,3R)-2-tert-Butoxycarbonylamino-3-methyl-5-(nitroimino-amino)methylaminopentanoic acid (123 mg, 0.396 mmol) is dissolved in 1 mL of DMF and cooled to −23° C. TEA (51 μL, 0.37 mmol) is added followed by isobutyl chloroformate (48 μL, 0.37 mmol). After 40 min, 2-aminothiazole is added and the reaction mixture is allowed to come to 25° C. over 18 h. The reaction mixture is added to half-saturated aqueous sodium chloride and extracted with EtOAc. The combined organic layers are washed with 1N HCl... The reactants are CO, N#Cc1c(-c2cccc(NC(=O)C3CCC(=O)O3)c2)cc(-c2ccccc2O)nc1N, [Na+], [OH-]. The product is N#Cc1c(-c2cccc(NC(=O)C(O)CCC(=O)[O-])c2)cc(-c2ccccc2O)nc1N, [Na+]. RXN SMILES: [CH3:34][OH:35].[NH2:1][c:2]1[n:3][c:4](-[c:25]2[c:26]([OH:31])[cH:27][cH:28][cH:29][cH:30]2)[cH:5][c:6](-[c:10]2[cH:11][c:12]([NH:16][C:17](=[O:18])[CH:19]3[O:20][C:21](=[O:24])[CH2:22][CH2:23]3)[cH:13][cH:14][cH:15]2)[c:7]1[C:8]#[N:9].[Na+:33].[OH-:32]>>[NH2:1][c:2]1[n:3][c:4](-[c:25]2[c:26]([OH:31])[cH:27][cH:28][cH:29][cH:30]2)[cH:5][c:6](-[c:10]2[cH:11][c:12]([NH:16][C:17](=[O:18])[CH:19]([CH2:23][CH2:22][C:21]([O-:20])=[O:24])[OH:32])[cH:13][cH:14][cH:15]2)[c:7]1[C:8]#[N:9].[Na+:33]. Isolated yield 76.5%. Run in ClCCl (dichloromethane). Reaction conditions: time 5 minute. The product is ClC1=CC2=C(NC=3SC=CC3C(=N2)N2C[C@@H](N(CC2)C)CCCOC)C=C1 ((S)-7-Chloro-10-[3-(3-methoxy-propyl)-4-methyl-piperazin-1-yl]-4H-3-thia-4,9-diaza-benzo[f]azulene). As a reaction SMILES: [Cl:1][C:2]1[CH:26]=[CH:25][C:5]2[NH:6][C:7]3[S:8][CH:9]=[CH:10][C:11]=3[C:12]([N:14]3[CH2:19][CH2:18][NH:17][C@@H:16]([CH2:20][CH2:21][CH2:22][O:23][CH3:24])[CH2:15]3)=[N:13][C:4]=2[CH:3]=1.C=O.[C:29](O[BH-](OC(=O)C)OC(=O)C)(=O)C.[Na+]>ClCCl>[Cl:1][C:2]1[CH:26]=[CH:25][C:5]2[NH:6][C:7]3[S:8][CH:9]=[CH:10][C:11]=3[C:12]([N:14]3[CH2:19][CH2:18][N:17]([CH3:29])[C@@H:16]([CH2:20][CH2:21][CH2:22][O:23][CH3:24])[CH2:15]3)=[N:13][C:4]=2[CH:3]=1 |f:2.3|. Procedure: Combine (S)-7-chloro-10-[3-(3-methoxy-propyl)-piperazin-1-yl]-4H-3-thia-4,9-diaza-benzo[f]azulene (280.3 mg, 0.72 mmol), formaldehyde (64.0 μL, 0.79 mmol, 37% in water), and dichloromethane (10.0 ml). Stir the mixture at ambient temperature for 5 minutes and then add sodium triacetoxyborohydride (227.9 mg, 1.08 mmol). After stirring for 30 minutes at ambient temperature, quench the reaction with saturated sodium bicarbonate. Remove the organic portion and wash (brine), dry (sodium sulfate), and ... The reactants are ClC1=CC2=C(NC=3SC=CC3C(=N2)N2C[C@@H](NCC2)CCCOC)C=C1 ((S)-7-chloro-10-[3-(3-methoxy-propyl)-piperazin-1-yl]-4H-3-thia-4,9-diaza-benzo[f]azulene), C=O (formaldehyde), C(C)(=O)O[BH-](OC(C)=O)OC(C)=O.[Na+] (sodium triacetoxyborohydride).